From a dataset of the Open Reaction Database (ORD), a public repository of structured organic reaction records. describe an organic reaction: reactants, conditions, products, and yield The reactants are BrC1=CC(=C(C=C1)C(C\C(=N/O)\C=1C=CC(N(C1)C)=O)C1=C(C=CC=C1)C)F (5-{3-(4-Bromo-2-fluoro-phenyl)-1-[(E)-hydroxyimino]-3-o-tolyl-propyl}-1-methyl-1H-pyridin-2-one), FC=1C=C(C=CC1C(=O)OC)B(O)O (3-fluoro-4-methoxycarbonylphenylboronic acid), O (water), C([O-])([O-])=O.[Na+].[Na+] (sodium carbonate). Reagents/catalysts: [CH-]1C=CC(=C1)P(C2=CC=CC=C2)C3=CC=CC=C3.[CH-]1C=CC(=C1)P(C2=CC=CC=C2)C3=CC=CC=C3.Cl[Pd]Cl.[Fe+2] (dichloro(1,1′-bis(diphenylphosphino)-ferrocene)palladium(II) dichloromethane adduct). The solvent is O1CCOCC1 (1,4-dioxane). Product: COC(=O)C1=C(C=C(C=C1)C1=CC(=C(C=C1)C(C\C(\C1=CN(C(C=C1)=O)C)=N/O)C1=C(C=CC=C1)C)F)F (3,3′-Difluoro-4′-[3-[(E)-hydroxyimino]-3-(1-methyl-6-oxo-1,6-dihydro-pyridin-3-yl)-1-o-tolyl-propyl]-biphenyl-4-carboxylic acid methyl ester). As a reaction SMILES: Br[C:2]1[CH:7]=[CH:6][C:5]([CH:8]([C:21]2[CH:26]=[CH:25][CH:24]=[CH:23][C:22]=2[CH3:27])[CH2:9]/[C:10](/[C:13]2[CH:14]=[CH:15][C:16](=[O:20])[N:17]([CH3:19])[CH:18]=2)=[N:11]\[OH:12])=[C:4]([F:28])[CH:3]=1.[F:29][C:30]1[CH:31]=[C:32](B(O)O)[CH:33]=[CH:34][C:35]=1[C:36]([O:38][CH3:39])=[O:37].O.C(=O)([O-])[O-].[Na+].[Na+]>O1CCOCC1.[CH-]1C=C(P(C2C=CC=CC=2)C2C=CC=CC=2)C=C1.[CH-]1C=C(P(C2C=CC=CC=2)C2C=CC=CC=2)C=C1.Cl[Pd]Cl.[Fe+2]>[CH3:39][O:38][C:36]([C:35]1[CH:34]=[CH:33][C:32]([C:2]2[CH:7]=[CH:6][C:5]([CH:8]([C:21]3[CH:26]=[CH:25][CH:24]=[CH:23][C:22]=3[CH3:27])[CH2:9]/[C:10](=[N:11]\[OH:12])/[C:13]3[CH:14]=[CH:15][C:16](=[O:20])[N:17]([CH3:19])[CH:18]=3)=[C:4]([F:28])[CH:3]=2)=[CH:31][C:30]=1[F:29])=[O:37] |f:3.4.5,7.8.9.10|. Procedure details: In analogy to example 166, step 1, 5-{3-(4-bromo-2-fluoro-phenyl)-1-[(E)-hydroxyimino]-3-o-tolyl-propyl}-1-methyl-1H-pyridin-2-one (example 193, step 4) was reacted with 3-fluoro-4-methoxycarbonylphenylboronic acid in the presence of dichloro(1,1′-bis(diphenylphosphino)-ferrocene)palladium(II) dichloromethane adduct in a mixture of 1,4-dioxane, water and 2 M aqueous sodium carbonate solution to give the title compound as a light brown solid, MS (ESI+): m/z=517.4 [M+H]+.